Dataset: the Open Reaction Database (ORD), a public repository of structured organic reaction records. Task: describe an organic reaction: reactants, conditions, products, and yield Starting materials: COC(=O)c1c(C(F)(F)F)[nH]c2c(O)cc3c(c12)C(CCl)CN3C(=O)OC(C)(C)C, COc1ccc2[nH]c(C(=O)O)cc2c1. Product: COC(=O)c1c(C(F)(F)F)[nH]c2c(O)cc3c(c12)C(CCl)CN3C(=O)c1cc2cc(OC)ccc2[nH]1. As a reaction SMILES: [C:1]([CH3:3])([CH3:4])([O:5][C:6](=[O:2])[N:8]1[CH2:9][CH:10]([CH2:29][Cl:30])[c:11]2[c:12]3[c:13]([C:25](=[O:26])[O:27][CH3:28])[c:14]([C:21]([F:22])([F:23])[F:24])[nH:15][c:16]3[c:17]([OH:20])[cH:18][c:19]21)[CH3:7].[CH3:31][O:32][c:33]1[cH:34][c:35]2[cH:36][c:37]([C:42]([OH:43])=[O:44])[nH:38][c:39]2[cH:40][cH:41]1>>[O:5]=[C:6]([N:8]1[CH2:9][CH:10]([CH2:29][Cl:30])[c:11]2[c:12]3[c:13]([C:25](=[O:26])[O:27][CH3:28])[c:14]([C:21]([F:22])([F:23])[F:24])[nH:15][c:16]3[c:17]([OH:20])[cH:18][c:19]21)[c:37]1[cH:36][c:35]2[cH:34][c:33]([O:32][CH3:31])[cH:41][cH:40][c:39]2[nH:38]1.